This data is from the Open Reaction Database (ORD), a public repository of structured organic reaction records. The task is: describe an organic reaction: reactants, conditions, products, and yield Starting materials: O=C(Cc1ccc(OCc2ccccc2)cc1)c1cccnc1, C1CCOC1, CCOC(=O)CP(=O)(OCC)OCC, [H-], [Na+]. Product: CCOC(=O)C=C(Cc1ccc(OCc2ccccc2)cc1)c1cccnc1. Reaction SMILES: [CH2:17]([c:18]1[cH:19][cH:20][cH:21][cH:22][cH:23]1)[O:24][c:25]1[cH:26][cH:27][c:28]([CH2:31][C:32](=[O:33])[c:34]2[cH:35][n:36][cH:37][cH:38][cH:39]2)[cH:29][cH:30]1.[CH2:40]1[O:41][CH2:42][CH2:43][CH2:44]1.[CH3:1][CH2:2][O:3][C:4](=[O:5])[CH2:6][P:7]([O:8][CH2:9][CH3:10])([O:11][CH2:12][CH3:13])=[O:14].[H-:16].[Na+:15]>>[CH3:1][CH2:2][O:3][C:4](=[O:5])[CH:6]=[C:32]([CH2:31][c:28]1[cH:27][cH:26][c:25]([O:24][CH2:17][c:18]2[cH:19][cH:20][cH:21][cH:22][cH:23]2)[cH:30][cH:29]1)[c:34]1[cH:35][n:36][cH:37][cH:38][cH:39]1. Reactants: N1=CC(=CC=C1)C1C(CCCC1)=O (2-(pyrid-3-yl)cyclohexanone), NN1[C@@H](CCC1)COC ([S]-(-)-1-amino-2-(methoxymethyl)pyrrolidine), C1(=CC=C(C=C1)S(=O)(=O)O)C (p-toluenesulphonic acid). The solvent is C1(=CC=CC=C1)C (toluene), C(C)OCC (diethyl ether). Product: COC[C@H]1N(CCC1)N=C1C(CCCC1)C=1C=NC=CC1 ([2S]-2-(methoxymethyl)-1-[2-(pyrid-3-yl)cyclohexylidenamino]pyrrolidine). Reaction SMILES: [N:1]1[CH:6]=[CH:5][CH:4]=[C:3]([CH:7]2[CH2:12][CH2:11][CH2:10][CH2:9][C:8]2=O)[CH:2]=1.[NH2:14][N:15]1[CH2:19][CH2:18][CH2:17][C@H:16]1[CH2:20][O:21][CH3:22].C1(C)C=CC(S(O)(=O)=O)=CC=1>C1(C)C=CC=CC=1.C(OCC)C>[CH3:22][O:21][CH2:20][C@@H:16]1[CH2:17][CH2:18][CH2:19][N:15]1[N:14]=[C:8]1[CH2:9][CH2:10][CH2:11][CH2:12][CH:7]1[C:3]1[CH:2]=[N:1][CH:6]=[CH:5][CH:4]=1. Procedure details: A mixture of 2-(pyrid-3-yl)cyclohexanone (20.6 g, 117.6 mmol), [S]-(-)-1-amino-2-(methoxymethyl)pyrrolidine (`SAMP`) (15.4 g, 118 mmol) and p-toluenesulphonic acid (316 mg) was refluxed in toluene (475 ml) for 4 hours. The toluene was removed in vacuo to afford an oil which was dissolved in diethyl ether (340ml) and washed with aqueous saturated sodium bicarbonate solution (2×170 ml). The organic phase was dried over magnesium sulphate then filtered and concentrated in vacuo to afford [2S]-2-(me... The reactants are Cl (HCl), N([C@H](C)C(=O)NCC(=O)OCC1=CC=CC=C1)C(=O)OC(C)(C)C (Boc-(D)Ala-Gly-OBzl), CCOCC (ether). Run in O1CCOCC1 (dioxane). Reaction conditions: time 1 hour. Product: N[C@H](C)C(=O)NCC(=O)OCC1=CC=CC=C1.Cl (H-(D)Ala-Gly-OBzl.hydrochloride). Reaction SMILES: [NH:1](C(OC(C)(C)C)=O)[C@@H:2]([C:4]([NH:6][CH2:7][C:8]([O:10][CH2:11][C:12]1[CH:17]=[CH:16][CH:15]=[CH:14][CH:13]=1)=[O:9])=[O:5])[CH3:3].[ClH:25].CCOCC>O1CCOCC1>[NH2:1][C@@H:2]([C:4]([NH:6][CH2:7][C:8]([O:10][CH2:11][C:12]1[CH:13]=[CH:14][CH:15]=[CH:16][CH:17]=1)=[O:9])=[O:5])[CH3:3].[ClH:25] |f:4.5|. Procedure: 3.4 g of Boc-(D)Ala-Gly-OBzl are dissolved in 50 ml of dioxane containing HCl and left to stand for one hour. The volume of the solution is reduced under vacuum and an excess of ether added. The precipitated salt is filtered off, dried and used as such for the coupling reaction. Yield: 59.1%. Reaction SMILES: [OH:1][N:2]1[C:7]([CH3:9])([CH3:8])[CH2:6][CH:5]([OH:10])[CH2:4][C:3]1([CH3:12])[CH3:11].[C:13]([OH:16])(=[O:15])[CH3:14]>C(O)(C)C>[C:13]([O-:16])(=[O:15])[CH3:14].[OH:1][NH+:2]1[C:7]([CH3:8])([CH3:9])[CH2:6][CH:5]([OH:10])[CH2:4][C:3]1([CH3:12])[CH3:11] |f:3.4|. Starting materials: ON1C(CC(CC1(C)C)O)(C)C (1-hydroxy-2,2,6,6-tetramethyl-4-hydroxypiperidine), C(C)(=O)O (acetic acid). Solvent: C(C)(C)O (isopropanol). Yields the product C(C)(=O)[O-].O[NH+]1C(CC(CC1(C)C)O)(C)C (1-Hydroxy-2,2,6,6-tetramethyl-4-hydroxypiperidinium Acetate). Procedure details: 5.0 g (0.029 mol) 1-hydroxy-2,2,6,6-tetramethyl-4-hydroxypiperidine and 2.0 g (0.033 mol) acetic acid are recrystallized from 50 mL of isopropanol, yielding 4.0 g of the desired hydroxylamine salt as a white crystalline solid, mp 140-143° C. The product is CNC(=O)NC1CCCCC1. Reaction SMILES: [CH2:12]([O:13][CH2:14][CH3:15])[CH3:16].[CH3:1][N:2]=[C:3]=[O:4].[NH2:5][CH:6]1[CH2:7][CH2:8][CH2:9][CH2:10][CH2:11]1>>[CH3:1][NH:2][C:3](=[O:4])[NH:5][CH:6]1[CH2:7][CH2:8][CH2:9][CH2:10][CH2:11]1. Starting materials: CCOCC, CN=C=O, NC1CCCCC1. The reactants are CC[C@@H]1/C=C(/C[C@@H](C[C@@H]([C@@H]2[C@H](C[C@H]([C@@](O2)(C(=O)C(=O)N3CCCC[C@H]3C(=O)O[C@@H]([C@@H]([C@H](CC1=O)O)C)/C(=C/[C@@H]4CC[C@H]([C@@H](C4)OC)O)/C)O)C)OC)OC)C)\C (ascomycin), C1(=CC=C(C=C1)S(=O)(=O)[O-])C.[NH+]1=CC=CC=C1 (pyridinium p-toluenesulfonate), O(S(=O)(=O)C(F)(F)F)[Si](C)(C)C (trimethylsilyl triflate), C(C)B(OB(CC)CC)CC (Tetraethyldiboroxane), B(F)(F)F.CCOCC (boron trifluoride etherate), [F-] (fluoride), F (hydrogen fluoride), BrN1C(CCC1=O)=O (N-bromosuccinimide). Solvent: C(Cl)(Cl)Cl (chloroform), C(C)(=O)O.O (acetic acid water), CS(=O)C (dimethylsulfoxide), CO (methanol), CO (methanol), C(C)O (ethanol), O1CCCC1 (tetrahydrofuran). The product is C(C)[C@H]1C(C[C@@H]([C@H]([C@H](OC([C@@H]2CCCCN2C(C([C@]2([C@@H](C[C@@H]([C@@H]([C@H](C[C@H](CC(=C1)C)C)OC)O2)OC)C)O)=O)=O)=O)\C(=C\[C@H]2C[C@H]([C@@H](CC2)OS(=O)(=O)NC(=O)OC)OC)\C)C)O)=O ((1R,9S,12S,13R,14S,17R,21S,23S,24R,25S,27R)-17-ethyl-1,14-dihydroxy-23,25-dimethoxy-12-{(E)-2-[(1R,3R,4R)-3-methoxy-4-({[(methoxycarbonyl)amino]sulfonyl)oxy)cyclohexyl]-1-methylethenyl}-13,19,21,27-tetramethyl-2,3,10,16-tetraoxo-11,28-dioxa-4-azatricyclo[22.3.1.04,9 ]octacos-18-ene). As a reaction SMILES: [CH3:1][CH2:2][C@H:3]1[C:33](=[O:34])[CH2:32][C@H:31]([OH:35])[C@@H:30]([CH3:36])[C@@H:29](/[C:37](/[CH3:48])=[CH:38]/[C@H:39]2[CH2:44][C@@H:43]([O:45][CH3:46])[C@H:42]([OH:47])[CH2:41][CH2:40]2)[O:28][C:26](=[O:27])[C@H:25]2[N:20]([CH2:21][CH2:22][CH2:23][CH2:24]2)[C:18](=[O:19])[C:16](=[O:17])[C@:14]2([OH:49])[O:15][C@@H:10]([C@@H:11]([O:51][CH3:52])[CH2:12][C@H:13]2[CH3:50])[C@@H:9]([O:53][CH3:54])[CH2:8][C@@H:7]([CH3:55])[CH2:6][C:5]([CH3:56])=[CH:4]1.B(F)(F)F.CC[O:63][CH2:64]C.F.[F-].C1(C)C=CC([S:74]([O-:77])(=O)=[O:75])=CC=1.[NH+:79]1[CH:84]=CC=CC=1.BrN1C(=[O:91])CCC1=O.C(B(CC)OB(CC)CC)C.O([Si](C)(C)C)S(C(F)(F)F)(=O)=O>CO.C(Cl)(Cl)Cl.O1CCCC1.C(O)C.CS(C)=O.C(O)(=O)C.O>[CH2:2]([C@@H:3]1[CH:4]=[C:5]([CH3:56])[CH2:6][C@H:7]([CH3:55])[CH2:8][C@H:9]([O:53][CH3:54])[C@H:10]2[O:15][C@:14]([OH:49])([C@H:13]([CH3:50])[CH2:12][C@@H:11]2[O:51][CH3:52])[C:16](=[O:17])[C:18](=[O:19])[N:20]2[C@@H:25]([CH2:24][CH2:23][CH2:22][CH2:21]2)[C:26](=[O:27])[O:28][C@H:29](/[C:37](/[CH3:48])=[CH:38]/[C@@H:39]2[CH2:40][CH2:41][C@@H:42]([O:47][S:74]([NH:79][C:84]([O:63][CH3:64])=[O:91])(=[O:77])=[O:75])[C@H:43]([O:45][CH3:46])[CH2:44]2)[C@H:30]([CH3:36])[C@@H:31]([OH:35])[CH2:32][C:33]1=[O:34])[CH3:1] |f:1.2,5.6,15.16|. Procedure: A solution of chlorosulfonylisocyanate (4.36 ml, 0.05 mol) in benzene (15 mL) was placed into a three necked flask, equipped with a thermometer, a droping funnel and a reflux condenser under a nitrogen atmosphere. The flask was immersed in a water bath. A solution of methanol (2.02 mL, 0.05 mmol) in 3 ml of benzene was added dropwise such that the temperature was maintained in a range of 25-30° C. After complete addition, the mixture was stirred for an additional 30 minutes and allowed to cool t... Yields the product CC(C)(CC#N)C[N+](=O)[O-]. The reactants are C=C(C)CC#N, ClCCl, C[N+](=O)[O-]. Reaction SMILES: [CH3:1][C:2]([CH2:3][C:4]#[N:5])=[CH2:6].[Cl:11][CH2:12][Cl:13].[N+:7](=[O:8])([O-:9])[CH3:10]>>[CH3:1][C:2]([CH2:3][C:4]#[N:5])([CH3:6])[CH2:10][N+:7](=[O:8])[O-:9].